From a dataset of the Open Reaction Database (ORD), a public repository of structured organic reaction records. describe an organic reaction: reactants, conditions, products, and yield Reactants: COC(=O)CCCCCCN1C(=O)CCCC1C=CC(O)Cc1ccccc1, CC#N, O=P([O-])([O-])[O-]. Product: O=C(O)CCCCCCN1C(=O)CCCC1C=CC(O)Cc1ccccc1. As a reaction SMILES: [CH3:1][O:2][C:3]([CH2:4][CH2:5][CH2:6][CH2:7][CH2:8][CH2:9][N:10]1[CH:11]([CH:17]=[CH:18][CH:19]([CH2:20][c:21]2[cH:22][cH:23][cH:24][cH:25][cH:26]2)[OH:27])[CH2:12][CH2:13][CH2:14][C:15]1=[O:16])=[O:28].[CH3:29][C:30]#[N:31].[O-:32][P:33](=[O:34])([O-:35])[O-:36]>>[O:2]=[C:3]([CH2:4][CH2:5][CH2:6][CH2:7][CH2:8][CH2:9][N:10]1[CH:11]([CH:17]=[CH:18][CH:19]([CH2:20][c:21]2[cH:22][cH:23][cH:24][cH:25][cH:26]2)[OH:27])[CH2:12][CH2:13][CH2:14][C:15]1=[O:16])[OH:28].